This data is from the Open Reaction Database (ORD), a public repository of structured organic reaction records. The task is: describe an organic reaction: reactants, conditions, products, and yield Reactants: [OH-].[K+] (KOH), HClO4, C1CCCC2=CC=CC=C12 (tetralin), C(C)(C)N1CC2CSCC(C1)C2=O (7-Isopropyl-3-thia-7-azabicyclo[3.3.1]nonan-9-one), NN (hydrazine), C (Norit). The solvent is O (water), CCO (EtOH), C(C)(C)O (isopropyl alcohol), C(COCCOCCO)O (triethylene glycol). Product: C(C)(C)N1CC2CSCC(C1)C2 (7-Isopropyl-3-thia-7-azabicyclo[3.3.1]nonane). Yield: 98.2%. RXN SMILES: [OH-].[K+].[CH:3]([N:6]1[CH2:13][CH:12]2[C:14](=O)[CH:8]([CH2:9][S:10][CH2:11]2)[CH2:7]1)([CH3:5])[CH3:4].NN.C1C2C(=CC=CC=2)CCC1.C>C(O)COCCOCCO.O.C(O)(C)C.CCO>[CH:3]([N:6]1[CH2:13][CH:12]2[CH2:14][CH:8]([CH2:9][S:10][CH2:11]2)[CH2:7]1)([CH3:5])[CH3:4] |f:0.1|. Procedure: To a mixture of KOH pellets (85%, 3.96 g, 60 mmol) and the ketone (26, 1.0 g, 5 mmol) in triethylene glycol (25 mL) was added hydrazine (95%, 1.69 g, 50 mmol) in one portion in a 70-mL, jacketed flask equipped with a magnetic stirrer, a heating mantle, a standard condenser, a lower take-off condenser with a N2 inlet, and two glass stoppers. A heating temperature of 200°-210° C. for 5 h was produced by boiling tetralin (bp 207° C.) in the jacket. After cooling to RT, the solution was diluted with... Reactants: ClC=1C(=CC(N(C1)CC(=O)OC(C)(C)C)=O)C1=C(C=CC(=C1)Cl)C#N (tert-butyl [5-chloro-4-(5-chloro-2-cyanophenyl)-2-oxopyridin-1(2H)-yl]acetate), bis(trimethylsilyl)lithium amide, FC(S(=O)(=O)OCC(C)C)(F)F (isobutyl trifluoromethanesulphonate). The product is ClC=1C(=CC(N(C1)C(C(=O)OC(C)(C)C)CC(C)C)=O)C1=C(C=CC(=C1)Cl)C#N (tert-Butyl 2-[5-chloro-4-(5-chloro-2-cyanophenyl)-2-oxopyridin-1(2H)-yl]-4-methylpentanoate). As a reaction SMILES: [Cl:1][C:2]1[C:3]([C:17]2[CH:22]=[C:21]([Cl:23])[CH:20]=[CH:19][C:18]=2[C:24]#[N:25])=[CH:4][C:5](=[O:16])[N:6]([CH2:8][C:9]([O:11][C:12]([CH3:15])([CH3:14])[CH3:13])=[O:10])[CH:7]=1.FC(F)(F)S(O[CH2:32][CH:33]([CH3:35])[CH3:34])(=O)=O>>[Cl:1][C:2]1[C:3]([C:17]2[CH:22]=[C:21]([Cl:23])[CH:20]=[CH:19][C:18]=2[C:24]#[N:25])=[CH:4][C:5](=[O:16])[N:6]([CH:8]([CH2:32][CH:33]([CH3:35])[CH3:34])[C:9]([O:11][C:12]([CH3:15])([CH3:14])[CH3:13])=[O:10])[CH:7]=1. Reported procedure: 416 mg (1.00 mmol) of tert-butyl [5-chloro-4-(5-chloro-2-cyanophenyl)-2-oxopyridin-1(2H)-yl]acetate in the presence of 0.95 ml (0.95 mmol, 1.2 eq.) of bis(trimethylsilyl)lithium amide (1M in THF) and 326 mg (1.58 mmol, 2.0 eq.) of isobutyl trifluoromethanesulphonate were reacted according to General Method 7B. Yield: 139 mg (purity 85%, 34% of theory) Starting materials: ClC=1C(=CC(=C(C(=O)OC(C)(C)C)C1)F)COC=1C=NC(=C(C1)Cl)C1CC1 (tert-butyl 5-chloro-4-(((5-chloro-6-cyclopropylpyridin-3-yl)oxy)methyl)-2-fluorobenzoate), C(=O)(C(F)(F)F)O (TFA), C(=O)(C(F)(F)F)O (TFA). Solvent: ClCCl (dichloromethane). Reaction conditions: time 18 hour. Yields the product ClC=1C(=CC(=C(C(=O)O)C1)F)COC=1C=NC(=C(C1)Cl)C1CC1 (5-chloro-4-(((5-chloro-6-cyclopropylpyridin-3-yl)oxy)methyl)-2-fluorobenzoic acid). RXN SMILES: [Cl:1][C:2]1[C:3]([CH2:16][O:17][C:18]2[CH:19]=[N:20][C:21]([CH:25]3[CH2:27][CH2:26]3)=[C:22]([Cl:24])[CH:23]=2)=[CH:4][C:5]([F:15])=[C:6]([CH:14]=1)[C:7]([O:9]C(C)(C)C)=[O:8].C(O)(C(F)(F)F)=O>ClCCl>[Cl:1][C:2]1[C:3]([CH2:16][O:17][C:18]2[CH:19]=[N:20][C:21]([CH:25]3[CH2:27][CH2:26]3)=[C:22]([Cl:24])[CH:23]=2)=[CH:4][C:5]([F:15])=[C:6]([CH:14]=1)[C:7]([OH:9])=[O:8]. Reported procedure: To a stirred solution of tert-butyl 5-chloro-4-(((5-chloro-6-cyclopropylpyridin-3-yl)oxy)methyl)-2-fluorobenzoate (Preparation 26, 1.24 g, 3.01 mmol) in dichloromethane (22 mL) was added TFA (10.0 mL, 0.02 mol). The mixture was stirred under nitrogen at room temperature for 18 hours. Additional TFA (2.50 mL, 32.0 mmol) was added and stirring continued for 3 hours. The reaction mixture was evaporated under reduced pressure and the resulting residue dissolved in EtOAc (25 mL) and washed with 2M aq...